From a dataset of the Open Reaction Database (ORD), a public repository of structured organic reaction records. describe an organic reaction: reactants, conditions, products, and yield As a reaction SMILES: [Br:20][c:21]1[cH:22][cH:23][c:24]([C:27](=[CH:28][CH2:29][O:30][c:31]2[cH:32][c:33]([CH3:43])[c:34]([O:35][CH2:36][C:37](=[O:38])[O:39][CH3:40])[cH:41][cH:42]2)[c:44]2[cH:45][cH:46][c:47]([Cl:50])[cH:48][cH:49]2)[cH:25][cH:26]1.[C:1]([P:2]([C:3]([CH3:4])([CH3:5])[CH3:6])[C:7]([CH3:8])([CH3:9])[CH3:10])([CH3:11])([CH3:12])[CH3:13].[C:51](#[CH:52])[c:53]1[cH:54][cH:55][c:56]([CH3:59])[cH:57][cH:58]1.[CH2:14]1[CH2:15][CH2:16][CH2:17][CH2:18][CH2:19]1.[CH:60]([NH:61][CH:62]([CH3:63])[CH3:64])([CH3:65])[CH3:66].[Cu:72][I:73].[O:67]1[CH2:68][CH2:69][CH2:70][CH2:71]1>>[c:21]1([C:52]#[C:51][c:53]2[cH:54][cH:55][c:56]([CH3:59])[cH:57][cH:58]2)[cH:22][cH:23][c:24]([C:27](=[CH:28][CH2:29][O:30][c:31]2[cH:32][c:33]([CH3:43])[c:34]([O:35][CH2:36][C:37](=[O:38])[O:39][CH3:40])[cH:41][cH:42]2)[c:44]2[cH:45][cH:46][c:47]([Cl:50])[cH:48][cH:49]2)[cH:25][cH:26]1. Product: COC(=O)COc1ccc(OCC=C(c2ccc(Cl)cc2)c2ccc(C#Cc3ccc(C)cc3)cc2)cc1C. Reactants: COC(=O)COc1ccc(OCC=C(c2ccc(Cl)cc2)c2ccc(Br)cc2)cc1C, CC(C)(C)P(C(C)(C)C)C(C)(C)C, C#Cc1ccc(C)cc1, C1CCCCC1, CC(C)NC(C)C, [Cu]I, C1CCOC1. Starting materials: N=1N(N=NC1)C1=CC=C(C=C1)[N+](=O)[O-] (4-(Tetrazol-2-yl)nitrobenzene). The reagents and catalysts are [Pd] (Pd/C). Solvent: C(C)O (ethanol). Yields the product N=1N(N=NC1)C1=CC=C(N)C=C1 (4-(Tetrazol-2-yl)aniline). Yield: 114.0%. As a reaction SMILES: [N:1]1[N:2]([C:6]2[CH:11]=[CH:10][C:9]([N+:12]([O-])=O)=[CH:8][CH:7]=2)[N:3]=[N:4][CH:5]=1>C(O)C.[Pd]>[N:1]1[N:2]([C:6]2[CH:11]=[CH:10][C:9]([NH2:12])=[CH:8][CH:7]=2)[N:3]=[N:4][CH:5]=1. Procedure details: 4-(Tetrazol-2-yl)nitrobenzene (0.83 g, 4.3 mmol) and Pd/C (300 mg) in ethanol (50 ml) were hydrogenated at rtp for 3 days. The suspension was filtered through celite, evaporated under reduced pressure to afford a white solid (790 mg, 100%). Reactants: CC(=O)[O-], CC(=O)[O-], C=CC#N, CCCCN(CCCC)CCCC, Cc1ccc(C(=O)Cl)cc1C, Cc1ccc(C)cc1, [Pd+2]. Product: Cc1ccc(C=CC#N)cc1C. RXN SMILES: [C:37]([O-:38])(=[O:39])[CH3:40].[C:42]([O-:43])(=[O:44])[CH3:45].[CH2:12]=[CH:13][C:14]#[N:15].[CH2:16]([N:17]([CH2:18][CH2:19][CH2:20][CH3:21])[CH2:22][CH2:23][CH2:24][CH3:25])[CH2:26][CH2:27][CH3:28].[CH3:1][c:2]1[cH:3][c:4]([C:5]([Cl:6])=[O:7])[cH:8][cH:9][c:10]1[CH3:11].[CH3:29][c:30]1[cH:31][cH:32][c:33]([CH3:34])[cH:35][cH:36]1.[Pd+2:41]>>[CH3:1][c:2]1[cH:3][c:4]([CH:5]=[CH:13][C:14]#[N:15])[cH:8][cH:9][c:10]1[CH3:11]. The reactants are CCCN(CCC)C(=O)C=C(C)C(=O)NC(Cc1cc(F)cc(F)c1)C(O)C1COC(OCC2CCCCC2)CN1C(=O)OC(C)(C)C, CCOCC, ClCCl, Cl, O=C(O)C(F)(F)F. Product: Cl, CCCN(CCC)C(=O)C=C(C)C(=O)NC(Cc1cc(F)cc(F)c1)C(O)C1COC(OCC2CCCCC2)CN1C(=O)O. Reaction SMILES: [C:1]([CH3:2])([CH3:3])([CH3:4])[O:5][C:6](=[O:7])[N:8]1[CH2:9][CH:10]([O:41][CH2:42][CH:43]2[CH2:44][CH2:45][CH2:46][CH2:47][CH2:48]2)[O:11][CH2:12][CH:13]1[CH:14]([CH:15]([CH2:16][c:17]1[cH:18][c:19]([F:24])[cH:20][c:21]([F:23])[cH:22]1)[NH:25][C:26]([C:27](=[CH:28][C:29]([N:30]([CH2:31][CH2:32][CH3:33])[CH2:34][CH2:35][CH3:36])=[O:37])[CH3:38])=[O:39])[OH:40].[CH3:50][CH2:51][O:52][CH2:53][CH3:54].[Cl:62][CH2:63][Cl:64].[ClH:49].[OH:55][C:56]([C:57]([F:58])([F:59])[F:60])=[O:61]>>[ClH:49].[O:5]=[C:6]([OH:7])[N:8]1[CH2:9][CH:10]([O:41][CH2:42][CH:43]2[CH2:44][CH2:45][CH2:46][CH2:47][CH2:48]2)[O:11][CH2:12][CH:13]1[CH:14]([CH:15]([CH2:16][c:17]1[cH:18][c:19]([F:24])[cH:20][c:21]([F:23])[cH:22]1)[NH:25][C:26]([C:27](=[CH:28][C:29]([N:30]([CH2:31][CH2:32][CH3:33])[CH2:34][CH2:35][CH3:36])=[O:37])[CH3:38])=[O:39])[OH:40]. The reactants are C(CCC=C)#N (4-pentenenitrile), C(C\C=C\C)#N (Trans-3-pentenenitrile), C(C\C=C/C)#N (cis-3-pentenenitrile). The product is C#N (hydrogen cyanide), C(CCCCC#N)#N (adiponitrile). Reaction SMILES: [C:1](#[N:6])C/C=C/C.[C:7](#[N:12])[CH2:8]/[CH:9]=[CH:10]\[CH3:11].[C:13](#[N:18])CCC=C>>[CH:1]#[N:6].[C:13](#[N:18])[CH2:11][CH2:10][CH2:9][CH2:8][C:7]#[N:12]. Procedure details: The isomerization of cis-2-pentenenitrile (boiling point 127° C./1013 mbar) gives rise to the target products trans-3-pentenenitrile (boiling point 143° C./1013 mbar) and cis-3-pentenenitrile (boiling point 146° C./1013 mbar), and also small amounts of 4-pentenenitrile (boiling point 146° C./1013 mbar) and trans-2-pentenenitrile (boiling point 144° C./1013 mbar). Trans-3-pentenenitrile, cis-3-pentenenitrile and 4-pentenenitrile can be used, after distillative removal, for the hydrocyanation with... Yield: 91.0%. Starting materials: N1(CCCCC1)CC1=CC(=NC=C1)OC\C=C/CNC(CCl)=O (N-[4-(4-piperidinomethyl-2-pyridyloxy) -cis-2-butenyl]-2-chloroacetamide), SC1=NNC=N1 (3-mercapto-1,2,4-triazole). Reaction SMILES: [N:1]1([CH2:7][C:8]2[CH:13]=[CH:12][N:11]=[C:10]([O:14][CH2:15]/[CH:16]=[CH:17]\[CH2:18][NH:19][C:20](=[O:23])[CH2:21]Cl)[CH:9]=2)[CH2:6][CH2:5][CH2:4][CH2:3][CH2:2]1.[SH:24][C:25]1[N:29]=[CH:28][NH:27][N:26]=1>>[N:1]1([CH2:7][C:8]2[CH:13]=[CH:12][N:11]=[C:10]([O:14][CH2:15]/[CH:16]=[CH:17]\[CH2:18][NH:19][C:20](=[O:23])[CH2:21][S:24][C:25]3[N:29]=[CH:28][NH:27][N:26]=3)[CH:9]=2)[CH2:6][CH2:5][CH2:4][CH2:3][CH2:2]1. Yields the product N1(CCCCC1)CC1=CC(=NC=C1)OC\C=C/CNC(CSC1=NNC=N1)=O (N-[4-(4-Piperidinomethyl-2-pyridyloxy)-cis-2-butenyl]-2-(1,2,4-triazol-3-ylthio)acetamide). Procedure: Following a procedure similar to that described in Example 33, but using N-[4-(4-piperidinomethyl-2-pyridyloxy) -cis-2-butenyl]-2-chloroacetamide (prepared as described in Preparation 1) and 3-mercapto-1,2,4-triazole as starting materials, in relative proportions similar to those used in that Example, the title compound was obtained as a white powder, melting at 65°-67° C., in a 91% yield. Starting materials: CC(=O)OC(C)=O, O=CO, Nc1ccncc1S(N)(=O)=O. Yields the product O=S1(=O)N=CNc2ccncc21. Reaction SMILES: [CH3:1][C:2]([O:3][C:4](=[O:5])[CH3:6])=[O:7].[CH:19]([OH:20])=[O:21].[NH2:8][c:9]1[c:10]([S:15](=[O:16])(=[O:17])[NH2:18])[cH:11][n:12][cH:13][cH:14]1>>[CH:1]1=[N:18][S:15](=[O:16])(=[O:17])[c:10]2[c:9]([cH:14][cH:13][n:12][cH:11]2)[NH:8]1. Starting materials: BrC(C(=O)C1(CCC1)C1=CC(=C(C=C1)Cl)Cl)CCOC (2-bromo-1-[1-(3,4-dichlorophenyl)cyclobutyl]-4-methoxybutan-1-one), N1C(NCC1)=S (imidazolidine-2-thione), C(C)O (ethanol). Run in C(C)(=O)O (acetic acid). Product: Br.ClC=1C=C(C=CC1Cl)C1(CCC1)C=1N2C(SC1CCOC)=NCC2 (3-[1-(3,4-dichlorophenyl)cyclobutyl]-2-(2-methoxyethyl)-5,6-dihydroimidazo[2,1-b]-thiazole hydrobromide). RXN SMILES: [Br:1][CH:2]([CH2:17][CH2:18][O:19][CH3:20])[C:3]([C:5]1([C:9]2[CH:14]=[CH:13][C:12]([Cl:15])=[C:11]([Cl:16])[CH:10]=2)[CH2:8][CH2:7][CH2:6]1)=O.[NH:21]1[CH2:25][CH2:24][NH:23][C:22]1=[S:26].C(O)C>C(O)(=O)C>[BrH:1].[Cl:16][C:11]1[CH:10]=[C:9]([C:5]2([C:3]3[N:23]4[CH2:24][CH2:25][N:21]=[C:22]4[S:26][C:2]=3[CH2:17][CH2:18][O:19][CH3:20])[CH2:8][CH2:7][CH2:6]2)[CH:14]=[CH:13][C:12]=1[Cl:15] |f:4.5|. Procedure: A mixture of the crude 2-bromo-1-[1-(3,4-dichlorophenyl)cyclobutyl]-4-methoxybutan-1-one described above, imidazolidine-2-thione (0.68 g), ethanol (15 ml) and acetic acid (10 ml) was heated under reflux for 18 hours then allowed to cool to ambient temperature. The solvents were removed in vacua and the residue was dried by azeotropic distillation with ethanol (50 ml) followed by ethyl acetate (20 ml). The solid remaining after removal of residual solvent in vacuo was crystallised from a 2:1 mixt... The reactants are O (water), CCCC[Sn](CCCC)(CCCC)O[Sn](CCCC)(CCCC)CCCC (bis(tributyltin) oxide), CN(CC(C)O)C (1-dimethylamino-2-propanol). Solvent: C1=CC=CC=C1 (benzene). Yields the product C(CCC)[Sn](CCCC)(CCCC)OC(CN(C)C)C (1-Dimethylamino-2-Propyl Tributylstannyl Ether), yellow liquid. RXN SMILES: CCCC[Sn]([O:14][Sn:15]([CH2:24][CH2:25][CH2:26][CH3:27])([CH2:20][CH2:21][CH2:22][CH3:23])[CH2:16][CH2:17][CH2:18][CH3:19])(CCCC)CCCC.[CH3:28][N:29]([CH3:34])[CH2:30][CH:31](O)[CH3:32].O>C1C=CC=CC=1>[CH2:24]([Sn:15]([O:14][CH:31]([CH3:32])[CH2:30][N:29]([CH3:34])[CH3:28])([CH2:16][CH2:17][CH2:18][CH3:19])[CH2:20][CH2:21][CH2:22][CH3:23])[CH2:25][CH2:26][CH3:27]. Procedure: 1-Dimethylamino-2-Propyl Tributylstannyl Ether is prepared from 89.4 gm (0.15 mole) bis(tributyltin) oxide and 30.9 gm (0.3 mole) 1-dimethylamino-2-propanol in 200 ml benzene. This is stirred and heated to reflux in a system that contains a Dean-Starke tube. After refluxing 23 hours a total of 2.6 ml of water (theory 2.7 ml) had collected in the Dean-Starke tube. The solvent is stripped off on a rotating evaporator to provide 111.0 gm of yellow liquid. This is fractionated at reduced pressure wi...